This data is from the Open Reaction Database (ORD), a public repository of structured organic reaction records. The task is: describe an organic reaction: reactants, conditions, products, and yield The reactants are C(C)(=O)OCC1=C(C=CC=C1)C=C(Cl)Cl (2-(2,2-dichlorovinyl)-benzyl acetate), [OH-].[K+] (KOH). Solvent: C(C)O (ethanol). Conditions: time 2 hour. Product: ClC(=CC1=C(CO)C=CC=C1)Cl (2-(2,2-Dichlorovinyl)-benzyl alcohol). As a reaction SMILES: C([O:4][CH2:5][C:6]1[CH:11]=[CH:10][CH:9]=[CH:8][C:7]=1[CH:12]=[C:13]([Cl:15])[Cl:14])(=O)C.[OH-].[K+]>C(O)C>[Cl:14][C:13]([Cl:15])=[CH:12][C:7]1[CH:8]=[CH:9][CH:10]=[CH:11][C:6]=1[CH2:5][OH:4] |f:1.2|. Procedure: 133 g (0.54 mole) of 2-(2,2-dichlorovinyl)-benzyl acetate are dissolved in 200 ml of ethanol, and the solution is added, at room temperature, to 750 ml of an ethanolic KOH solution saturated at room temperature. After 2 hours, the mixture is evaporated down, the residue is taken up with H2O, the solution is extracted several times by shaking with ether, and the combined ether phases are washed with H2O, dried and evaporated down.